The task is: describe an organic reaction: reactants, conditions, products, and yield. This data is from the Open Reaction Database (ORD), a public repository of structured organic reaction records. Starting materials: COC1=CC=C(C=C1)COC1=CC=C(C=C1)CC#N (2-[4-[(4-Methoxyphenyl)methoxy]phenyl]-acetonitrile), BrCC(=O)OCC (ethyl bromoacetate), ice water, C(=O)([O-])[O-].[K+].[K+] (K2CO3). The solvent is CN(C)C=O (DMF). Run at time 2 hour. The product is COC1=CC=C(C=C1)COC1=CC=C(C=C1)C(CC(=O)O)C#N ((+/−)-3-(4-[(4-methoxyphenyl)methoxy]phenyl)-3-cyano-propanoic acid). As a reaction SMILES: [CH3:1][O:2][C:3]1[CH:8]=[CH:7][C:6]([CH2:9][O:10][C:11]2[CH:16]=[CH:15][C:14]([CH2:17][C:18]#[N:19])=[CH:13][CH:12]=2)=[CH:5][CH:4]=1.Br[CH2:21][C:22]([O:24]CC)=[O:23].C([O-])([O-])=O.[K+].[K+]>CN(C=O)C>[CH3:1][O:2][C:3]1[CH:4]=[CH:5][C:6]([CH2:9][O:10][C:11]2[CH:12]=[CH:13][C:14]([CH:17]([C:18]#[N:19])[CH2:21][C:22]([OH:24])=[O:23])=[CH:15][CH:16]=2)=[CH:7][CH:8]=1 |f:2.3.4|. Procedure details: To a stirred DMF (10 mL) solution of 2-[4-[(4-Methoxyphenyl)methoxy]phenyl]-acetonitrile (500 mg, 1.97 mmol) was added ethyl bromoacetate (330 μL, 2.96 mmol), followed by K2CO3 (820 mg, 5.9 mmol). The reaction mixture was stirred at room temperature for 2 h, poured into ice water (100 mL), filtered, and dried to a white solid. 20 mg of this white solid in 1:1 THF/1N NaOH in MeOH (4 mL) was stirred for 5 h. The reaction mixture was concentrated, diluted with water (10 mL), washed with EtOAc (5 mL...